Dataset: the Open Reaction Database (ORD), a public repository of structured organic reaction records. Task: describe an organic reaction: reactants, conditions, products, and yield Reactants: C1(=CC=CC=C1)C1=CC(=CS1)C(=O)[O-] (5-Phenylthiofuran-3-carboxylate), [O-]CC.[Na+] (sodium ethoxide). Run in C(C)(=O)OCC (ethyl acetate). The product is C1(=CC=CC=C1)C1=CC(=CS1)C(=O)[O-].[Na+] (Sodium 5-phenylthiofuran-3-carboxylate). RXN SMILES: [C:1]1([C:7]2[S:11][CH:10]=[C:9]([C:12]([O-:14])=[O:13])[CH:8]=2)[CH:6]=[CH:5][CH:4]=[CH:3][CH:2]=1.[O-]CC.[Na+:18]>C(OCC)(=O)C>[C:1]1([C:7]2[S:11][CH:10]=[C:9]([C:12]([O-:14])=[O:13])[CH:8]=2)[CH:2]=[CH:3][CH:4]=[CH:5][CH:6]=1.[Na+:18] |f:1.2,4.5|. Reported procedure: 5-Phenylthiofuran-3-carboxylate is combined with an equivalent of sodium ethoxide in ethyl acetate. Sodium 5-phenylthiofuran-3-carboxylate is isolated by concentration to dryness or by precipitation resulting from addition of a non-solvent (ether or hexane). Starting materials: CO, Oc1nc(Cl)nc2ccccc12, ClCCl, CC1(C)Cc2c(N)c(Cl)cc(C(=O)NC3CCN(CCCN)CC3)c2O1, O=[Ca]. Yields the product CC1(C)Cc2c(N)c(Cl)cc(C(=O)NC3CCN(CCCNc4nc(O)c5ccccc5n4)CC3)c2O1. As a reaction SMILES: [CH3:44][OH:45].[Cl:1][c:2]1[n:3][c:4]2[cH:5][cH:6][cH:7][cH:8][c:9]2[c:10]([OH:12])[n:11]1.[Cl:41][CH2:42][Cl:43].[NH2:13][c:14]1[c:15]([Cl:38])[cH:16][c:17]([C:25](=[O:26])[NH:27][CH:28]2[CH2:29][CH2:30][N:31]([CH2:34][CH2:35][CH2:36][NH2:37])[CH2:32][CH2:33]2)[c:18]2[c:19]1[CH2:20][C:21]([CH3:23])([CH3:24])[O:22]2.[O:39]=[Ca:40]>>[c:2]1([NH:37][CH2:36][CH2:35][CH2:34][N:31]2[CH2:30][CH2:29][CH:28]([NH:27][C:25]([c:17]3[cH:16][c:15]([Cl:38])[c:14]([NH2:13])[c:19]4[c:18]3[O:22][C:21]([CH3:23])([CH3:24])[CH2:20]4)=[O:26])[CH2:33][CH2:32]2)[n:3][c:4]2[cH:5][cH:6][cH:7][cH:8][c:9]2[c:10]([OH:12])[n:11]1. The reactants are ClC=1C=CC(=C(C(=O)O)C1)S (5-chloro-2-mercapto-benzoic acid), CC(=O)C (acetone), C12(C(=O)CC(CC1)C2(C)C)CS(=O)(=O)O ((+/−) camphor sulfonic acid). The solvent is C(Cl)(Cl)Cl (CHCl3), C(Cl)Cl (CH2Cl2). Run at time 3 day. The product is ClC1=CC2=C(SC(OC2=O)(C)C)C=C1 (6-Chloro-2,2-dimethyl-benzo[d][1,3]oxathiin-4-one). The yield is 25.4%. As a reaction SMILES: [Cl:1][C:2]1[CH:3]=[CH:4][C:5]([SH:11])=[C:6]([CH:10]=1)[C:7]([OH:9])=[O:8].[CH3:12][C:13]([CH3:15])=O.C12(CS(O)(=O)=O)C(C)(C)C(CC1)CC2=O>C(Cl)(Cl)Cl.C(Cl)Cl>[Cl:1][C:2]1[CH:3]=[CH:4][C:5]2[S:11][C:13]([CH3:15])([CH3:12])[O:8][C:7](=[O:9])[C:6]=2[CH:10]=1. Procedure details: A mixture of 5-chloro-2-mercapto-benzoic acid (2.5 g, 13.25 mmol) (commercial available from Biogene Organics), acetone (7.9 g, 136 mmol), (+/−) camphor sulfonic acid (1.54 g, 6.63 mmol) and 4 A moleculare sieves (1.5 g) in CHCl3 was heated to refulx for 3 days. Reaction mixture was diluted with CH2Cl2 (100 mL) and then washed with saturated NaHCO3 aqueous solution (2×50 mL). Organic layer was washed with brine, dried over MgSO4, filtered and concentrated. Crude residue was passed through a pad ... The reactants are C(C)(=O)N(C(=O)OCOC(CN(C)C(=O)OC(C)(C)C)=O)C[C@H]1CN(C(O1)=O)C1=CC(=C(C=C1)N1CC2=NN(C=C2C1)C)F ((tert-Butoxycarbonyl-methyl-amino)-acetic acid (acetyl-{(R)-3-[3-fluoro-4-(2-methyl-2,6-dihydro-4H-pyrrolo[3,4-c]pyrazol-5-yl)-phenyl]-2-oxo-oxazolidin-5-ylmethyl}-carbamoyloxy)-methyl ester), Cl (HCl), CCOCC (Et2O). Solvent: C(Cl)Cl (CH2Cl2). Conditions: time 2 hour. The product is C(C)(=O)N(C(=O)OCOC(CNC)=O)C[C@H]1CN(C(O1)=O)C1=CC(=C(C=C1)N1CC2=NN(C=C2C1)C)F (Methylamino-acetic acid (acetyl-{(R)-3-[3-fluoro-4-(2-methyl-2,6-dihydro-4H-pyrrolo[3,4-c]pyrazol-5-yl)-phenyl]-2-oxo-oxazolidin-5-ylmethyl}-carbamoyloxy)-methyl ester). Yield: 36.2%. As a reaction SMILES: [C:1]([N:4]([CH2:22][C@@H:23]1[O:27][C:26](=[O:28])[N:25]([C:29]2[CH:34]=[CH:33][C:32]([N:35]3[CH2:42][C:41]4[C:37](=[N:38][N:39]([CH3:43])[CH:40]=4)[CH2:36]3)=[C:31]([F:44])[CH:30]=2)[CH2:24]1)[C:5]([O:7][CH2:8][O:9][C:10](=[O:21])[CH2:11][N:12](C(OC(C)(C)C)=O)[CH3:13])=[O:6])(=[O:3])[CH3:2].Cl.CCOCC>C(Cl)Cl>[C:1]([N:4]([CH2:22][C@@H:23]1[O:27][C:26](=[O:28])[N:25]([C:29]2[CH:34]=[CH:33][C:32]([N:35]3[CH2:42][C:41]4[C:37](=[N:38][N:39]([CH3:43])[CH:40]=4)[CH2:36]3)=[C:31]([F:44])[CH:30]=2)[CH2:24]1)[C:5]([O:7][CH2:8][O:9][C:10](=[O:21])[CH2:11][NH:12][CH3:13])=[O:6])(=[O:3])[CH3:2]. Procedure details: To a solution of 9 (50 mg, 0.08 mmol) in CH2Cl2 (2 mL) under nitrogen was added 1N HCl in Et2O (2.0 mL, 2.0 mmol). The reaction mixture was stirred at rt for 2 h, concentrated in vacuo, and purified directly by HPLC (C-18 column, 30-80% gradient elution, MeCN:H2O with 0.1% TFA). Fractions containing product were lyophilized to give 15 mg (36%) of the title compound as the trifluoroacetate salt. 1H NMR (400 MHz, DMSO-d6): δ 9.07 (br s, 1H), 7.54 (s, 1H), 7.43 (dd, 1H), 7.16 (dd, 1H), 6.87 (dd, 1H... Reactants: FC1=CC=C(C=2N[C@H](COC21)C)N ((S)-8-Fluoro-3-methyl-3,4-dihydro-2H-benzo[1,4]oxazin-5-ylamine), C(C)OC([C@H](C)NC(=O)OC(C)(C)C)=N ((S)-2-tert-butoxycarbonylaminopropionimidic acid ethyl ester). Run in CCO (EtOH). Conditions: temperature 75 celsius. Product: C(C)(C)(C)OC(N[C@@H](C)C1=NC=2C=CC(=C3OC[C@@H](N1C23)C)F)=O ([(S)-1-((S)-6-Fluoro-3-methyl-3,4-dihydro-5-oxa-1,2a-diazaacenaphthylen-2-yl)ethyl]carbamic acid tert-butyl ester). Isolated yield 76.3%. As a reaction SMILES: [F:1][C:2]1[C:11]2[O:10][CH2:9][C@H:8]([CH3:12])[NH:7][C:6]=2[C:5]([NH2:13])=[CH:4][CH:3]=1.C(O[C:17](=N)[C@@H:18]([NH:20][C:21]([O:23][C:24]([CH3:27])([CH3:26])[CH3:25])=[O:22])[CH3:19])C>CCO>[C:24]([O:23][C:21](=[O:22])[NH:20][C@H:18]([C:17]1[N:7]2[C:6]3[C:11]([O:10][CH2:9][C@@H:8]2[CH3:12])=[C:2]([F:1])[CH:3]=[CH:4][C:5]=3[N:13]=1)[CH3:19])([CH3:27])([CH3:26])[CH3:25]. Procedure details: (S)-8-Fluoro-3-methyl-3,4-dihydro-2H-benzo[1,4]oxazin-5-ylamine (160 mg, 0.86 mmol) was added to a solution of (S)-2-tert-butoxycarbonylaminopropionimidic acid ethyl ester (570 mg, 2.64 mmol) in EtOH (10 mL) and the reaction was heated at 75° C. for 60 min. The reaction mixture was concentrated in vacuo, and the residue was partitioned between DCM and sat. NaHCO3. The organic phase was washed with brine, dried (Na2SO4) and concentrated in vacuo. The resultant residue was subjected to flash chrom... Reactants: [N+](=O)([O-])C=1C=C(C=CC1)CCCN1C(C2=CC=CC=C2C1=O)=O (2-[3-(3-nitrophenyl)-propyl]-isoindole-1,3-dione), [H][H] (hydrogen). The reagents and catalysts are [Pd] (palladium on charcoal). Solvent: C(C)O (ethanol). The product is NC=1C=C(C=CC1)CCCN1C(C2=CC=CC=C2C1=O)=O (2-[3-(3-aminophenyl)-propyl]-isoindole-1,3-dione). The yield is 71.3%. RXN SMILES: [N+:1]([C:4]1[CH:5]=[C:6]([CH2:10][CH2:11][CH2:12][N:13]2[C:21](=[O:22])[C:20]3[C:15](=[CH:16][CH:17]=[CH:18][CH:19]=3)[C:14]2=[O:23])[CH:7]=[CH:8][CH:9]=1)([O-])=O.[H][H]>C(O)C.[Pd]>[NH2:1][C:4]1[CH:5]=[C:6]([CH2:10][CH2:11][CH2:12][N:13]2[C:21](=[O:22])[C:20]3[C:15](=[CH:16][CH:17]=[CH:18][CH:19]=3)[C:14]2=[O:23])[CH:7]=[CH:8][CH:9]=1. Procedure: A solution of 190 mg (0.6 mmol) of 2-[3-(3-nitrophenyl)-propyl]-isoindole-1,3-dione in 20 ml of ethanol was treated with 50 mg of 10% palladium on charcoal and shaken in an atmosphere of hydrogen for 2 hours. The mixture was filtered and the filtrate evaporated to give 120 mg (71%) of 2-[3-(3-aminophenyl)-propyl]-isoindole-1,3-dione as a yellow oil. [Mass spectrum (ESI) MH+ =281].